describe an organic reaction: reactants, conditions, products, and yield From a dataset of the Open Reaction Database (ORD), a public repository of structured organic reaction records. The reactants are CC(C)(C)OC(=O)N1Cc2ncnc(Oc3ccc4c(ccn4C(=O)Nc4cccc(C(F)(F)F)c4)c3)c2C1, ClCCl, O=C(O)C(F)(F)F. Product: O=C(Nc1cccc(C(F)(F)F)c1)n1ccc2cc(Oc3ncnc4c3CNC4)ccc21. Reaction SMILES: [C:1]([O:2][C:3](=[O:4])[N:8]1[CH2:9][c:10]2[n:11][cH:12][n:13][c:14]([O:17][c:18]3[cH:19][c:20]4[cH:21][cH:22][n:23]([C:27]([NH:28][c:29]5[cH:30][c:31]([C:35]([F:36])([F:37])[F:38])[cH:32][cH:33][cH:34]5)=[O:39])[c:24]4[cH:25][cH:26]3)[c:15]2[CH2:16]1)([CH3:5])([CH3:6])[CH3:7].[Cl:47][CH2:48][Cl:49].[F:40][C:41]([F:42])([F:43])[C:44]([OH:45])=[O:46]>>[NH:8]1[CH2:9][c:10]2[n:11][cH:12][n:13][c:14]([O:17][c:18]3[cH:19][c:20]4[cH:21][cH:22][n:23]([C:27]([NH:28][c:29]5[cH:30][c:31]([C:35]([F:36])([F:37])[F:38])[cH:32][cH:33][cH:34]5)=[O:39])[c:24]4[cH:25][cH:26]3)[c:15]2[CH2:16]1. Starting materials: CCOC(=O)c1ccccc1CBr, CCCNc1ccc(CC(=O)OCC)cc1, [Na+], O, O=C([O-])O. Product: CCCN(Cc1ccccc1C(=O)OCC)c1ccc(CC(=O)OCC)cc1. RXN SMILES: [Br:22][CH2:23][c:24]1[c:25]([C:26](=[O:27])[O:28][CH2:29][CH3:30])[cH:31][cH:32][cH:33][cH:34]1.[CH2:1]([CH2:2][CH3:3])[NH:4][c:5]1[cH:6][cH:7][c:8]([CH2:11][C:12](=[O:13])[O:14][CH2:15][CH3:16])[cH:9][cH:10]1.[Na+:17].[OH2:35].[OH:18][C:19](=[O:20])[O-:21]>>[CH2:1]([CH2:2][CH3:3])[N:4]([c:5]1[cH:6][cH:7][c:8]([CH2:11][C:12](=[O:13])[O:14][CH2:15][CH3:16])[cH:9][cH:10]1)[CH2:23][c:24]1[c:25]([C:26](=[O:27])[O:28][CH2:29][CH3:30])[cH:31][cH:32][cH:33][cH:34]1. Reactants: [Cl-].[NH4+] (ammonium chloride), C(=O)C=C (acrolein), CC(C=CC)N1CCOCC1 (N-(3-penten-2-yl)-morpholine), C(=O)C=C (acrolein). Solvent: C(Cl)Cl (methylene chloride). Conditions: temperature 50 celsius, time 15 hour. Product: CC1=C(N)C(=CC=C1)C (2,6-dimethylaniline). Isolated yield 36.9%. As a reaction SMILES: [CH:1]([CH:3]=[CH2:4])=O.[CH3:5][CH:6](N1CCOCC1)[CH:7]=[CH:8][CH3:9].[Cl-].[NH4+:17]>C(Cl)Cl>[CH3:4][C:3]1[CH:9]=[CH:8][CH:7]=[C:6]([CH3:5])[C:1]=1[NH2:17] |f:2.3|. Procedure: 8.4 g (0.15 mol) of acrolein is added dropwise to a solution of 23.3 g (0.15 mol) of N-(3-penten-2-yl)-morpholine in 100 ml of methylene chloride. After addition of the acrolein the mixture is stirred for 15 hours at 25° C. and subsequently for further 15 hours at 50° C. Then 12.0 g (0.225 Mol) of ammonium chloride are added and the solvent is distilled off. The residue is transferred into an autoclave and after addition of 400 ml of concentrate aqueous ammonia and 10.0 g of palladium coal (5%) ... The reactants are CCOC(=O)Cc1c(C(=O)OCC)c2cc(Oc3ccc(C(F)(F)F)cn3)ccc2n1-c1ccc(OC(C)C)cc1, CCO, [Na+], [OH-], O. The product is CCOC(=O)c1c(CC(=O)O)n(-c2ccc(OC(C)C)cc2)c2ccc(Oc3ccc(C(F)(F)F)cn3)cc12. RXN SMILES: [CH2:1]([CH3:2])[O:3][C:4](=[O:5])[c:6]1[c:7]([CH2:36][C:37](=[O:38])[O:39][CH2:40][CH3:41])[n:8](-[c:26]2[cH:27][cH:28][c:29]([O:32][CH:33]([CH3:34])[CH3:35])[cH:30][cH:31]2)[c:9]2[cH:10][cH:11][c:12]([O:15][c:16]3[n:17][cH:18][c:19]([C:22]([F:23])([F:24])[F:25])[cH:20][cH:21]3)[cH:13][c:14]12.[CH3:44][CH2:45][OH:46].[Na+:43].[OH-:42].[OH2:47]>>[CH2:1]([CH3:2])[O:3][C:4](=[O:5])[c:6]1[c:7]([CH2:36][C:37](=[O:38])[OH:39])[n:8](-[c:26]2[cH:27][cH:28][c:29]([O:32][CH:33]([CH3:34])[CH3:35])[cH:30][cH:31]2)[c:9]2[cH:10][cH:11][c:12]([O:15][c:16]3[n:17][cH:18][c:19]([C:22]([F:23])([F:24])[F:25])[cH:20][cH:21]3)[cH:13][c:14]12. The reactants are CC(C)(C)OC(=O)N1CC(C#N)C1, C1CCOC1, C[Si](C)(C)[N-][Si](C)(C)C, [Cl-], Fc1ccccn1, [Li+], [NH4+]. The product is CC(C)(C)OC(=O)N1CC(C#N)(c2ccccn2)C1. Reaction SMILES: [C:8](#[N:9])[CH:10]1[CH2:11][N:12]([C:14](=[O:15])[O:16][C:17]([CH3:18])([CH3:19])[CH3:20])[CH2:13]1.[CH2:33]1[O:34][CH2:35][CH2:36][CH2:37]1.[CH3:22][Si:23]([N-:24][Si:25]([CH3:26])([CH3:27])[CH3:28])([CH3:29])[CH3:30].[Cl-:31].[F:1][c:2]1[n:3][cH:4][cH:5][cH:6][cH:7]1.[Li+:21].[NH4+:32]>>[c:2]1([C:10]2([C:8]#[N:9])[CH2:11][N:12]([C:14](=[O:15])[O:16][C:17]([CH3:18])([CH3:19])[CH3:20])[CH2:13]2)[n:3][cH:4][cH:5][cH:6][cH:7]1.